This data is from the Open Reaction Database (ORD), a public repository of structured organic reaction records. The task is: describe an organic reaction: reactants, conditions, products, and yield Starting materials: CC(C)(C)OC(=O)N1CCC2(CC1)CC(=O)c1cc(C(=O)O)ccc1O2, CCN=C=NCCCN(C)C, Cl, NCC(N)=O, CN(C)C=O, On1nnc2ccccc21. Product: CC(C)(C)OC(=O)N1CCC2(CC1)CC(=O)c1cc(C(=O)NCC(N)=O)ccc1O2. RXN SMILES: [C:1](=[O:2])([OH:3])[c:4]1[cH:5][c:6]2[c:11]([cH:12][cH:13]1)[O:10][C:9]1([CH2:8][C:7]2=[O:26])[CH2:14][CH2:15][N:16]([C:19](=[O:20])[O:21][C:22]([CH3:23])([CH3:24])[CH3:25])[CH2:17][CH2:18]1.[CH3:33][CH2:34][N:35]=[C:36]=[N:37][CH2:38][CH2:39][CH2:40][N:41]([CH3:42])[CH3:43].[ClH:27].[NH2:28][CH2:29][C:30](=[O:31])[NH2:32].[O:54]=[CH:55][N:56]([CH3:57])[CH3:58].[OH:44][n:45]1[c:46]2[c:47]([cH:48][cH:49][cH:50][cH:51]2)[n:52][n:53]1>>[C:1](=[O:2])([c:4]1[cH:5][c:6]2[c:11]([cH:12][cH:13]1)[O:10][C:9]1([CH2:8][C:7]2=[O:26])[CH2:14][CH2:15][N:16]([C:19](=[O:20])[O:21][C:22]([CH3:23])([CH3:24])[CH3:25])[CH2:17][CH2:18]1)[NH:28][CH2:29][C:30](=[O:31])[NH2:32]. Reactants: CC(=O)[O-], CC(=O)OC(C)=O, CC(=O)O, Cl, NO, [Na+], O=Cc1ccc2c(c1)Sc1ccccc1O2. The product is N#Cc1ccc2c(c1)Sc1ccccc1O2. RXN SMILES: [CH3:21][C:22](=[O:23])[O-:24].[CH3:25][C:26]([O:27][C:28](=[O:29])[CH3:30])=[O:31].[CH3:32][C:33](=[O:34])[OH:35].[ClH:17].[NH2:18][OH:19].[Na+:20].[cH:1]1[c:2]([CH:15]=[O:16])[cH:3][cH:4][c:5]2[c:14]1[S:13][c:12]1[c:7]([cH:8][cH:9][cH:10][cH:11]1)[O:6]2>>[cH:1]1[c:2]([C:15]#[N:18])[cH:3][cH:4][c:5]2[c:14]1[S:13][c:12]1[c:7]([cH:8][cH:9][cH:10][cH:11]1)[O:6]2. Reactants: ONC(OC(C)(C)C)=O (tert-butyl N-hydroxy-carbamate), [H-].[Na+] (sodium hydride), BrC1=CC=C(C=C1)C(=O)C1=C(C=C(C=C1)OC)C ((4-bromo-phenyl)-(2-methyl-4-methoxyphenyl)-methanone), CC=1C=C(C=CC1)OC (3-methylanisole), BrC1=CC=C(C(=O)Cl)C=C1 (4-bromobenzoyl chloride), [Cl-].[NH4+] (ammonium chloride), C(C1=CC=CC=C1)(=O)OOC(C1=CC=CC=C1)=O (dibenzoyl peroxide), 14a, BrN1C(CCC1=O)=O (N-bromosuccinimide). The solvent is C(Cl)Cl (methylene chloride), ClC(Cl)(Cl)Cl (tetrachloromethane). Run at time 6 hour. Product: BrC1=CC=C(C(=O)C2=C(CONC(OC(C)(C)C)=O)C=C(C=C2)OC)C=C1 (tert-butyl [2-(4-bromo-benzoyl)-5-methoxy-benzyloxy]-carbamate). The yield is 61.8%. Reaction SMILES: [Br:1][C:2]1[CH:7]=[CH:6][C:5]([C:8]([C:10]2[CH:15]=[CH:14][C:13]([O:16][CH3:17])=[CH:12][C:11]=2[CH3:18])=[O:9])=[CH:4][CH:3]=1.CC1C=C(OC)C=CC=1.BrC1C=CC(C(Cl)=O)=CC=1.BrN1C(=O)CCC1=O.C(OOC(=O)C1C=CC=CC=1)(=O)C1C=CC=CC=1.[OH:64][NH:65][C:66](=[O:72])[O:67][C:68]([CH3:71])([CH3:70])[CH3:69].[H-].[Na+].[Cl-].[NH4+]>ClC(Cl)(Cl)Cl.C(Cl)Cl>[Br:1][C:2]1[CH:3]=[CH:4][C:5]([C:8]([C:10]2[CH:15]=[CH:14][C:13]([O:16][CH3:17])=[CH:12][C:11]=2[CH2:18][O:64][NH:65][C:66](=[O:72])[O:67][C:68]([CH3:71])([CH3:70])[CH3:69])=[O:9])=[CH:6][CH:7]=1 |f:6.7,8.9|. Procedure details: A solution of 3 g of (4-bromo-phenyl)-(2-methyl-4-methoxyphenyl)-methanone (prepared from 3-methylanisole and 4-bromobenzoyl chloride by Friedel-Crafts reaction analogously to Ex. 14a) in 100 ml of tetrachloromethane is treated with 2.1 g of N-bromosuccinimide and a spatula tip of dibenzoyl peroxide. The reaction mixture is stirred at room temperature for 6 hrs. under irradiation, subsequently diluted with 100 ml of methylene chloride and washed in succession with saturated sodium hydrogen carbo... The reactants are CO[C@]1(O[C@@H]2CCC\C=C/C=C/CC\C(=C/C(O[C@@H](C1)C2)=O)\C)[C@H]2N(C(SC2)=O)CC2=CC=C(C=C2)OC ((R)-4-((1R,4Z,8E,10Z,15R,17R)-17-methoxy-5-methyl-3-oxo-2,16-dioxa-bicyclo[13.3.1]nonadeca-4,8,10-trien-17-yl)-3-(4-methoxybenzyl)thiazolidin-2-one), CO[C@]1(O[C@@H]2CCCC=CCC\C(=C/C(O[C@@H](C1)C2)=O)\C)[C@H]2N(C(SC2)=O)CC2=CC=C(C=C2)OC ((R)-4-((1R,4Z,13R,15R)-15-methoxy-5-methyl-3-oxo-2,14-dioxa-bicyclo[11.3.1]heptadeca-4,8-dien-15-yl)-3-(4-methoxybenzyl)thiazolidin-2-one). Yields the product CO[C@]1(O[C@@H]2CCCCCCCCC\C(=C/C(O[C@@H](C1)C2)=O)\C)[C@H]2N(C(SC2)=O)CC2=CC=C(C=C2)OC ((R)-4-((1R,15R,17R,Z)-17-Methoxy-5-methyl-3-oxo-2,16-dioxa-bicyclo[13.3.1]nonadec-4-en-17-yl)-3-(4-methoxybenzyl)thiazolidin-2-one). Reaction SMILES: [CH3:1][O:2][C@:3]1([C@@H:24]2[CH2:28][S:27][C:26](=[O:29])[N:25]2[CH2:30][C:31]2[CH:36]=[CH:35][C:34]([O:37][CH3:38])=[CH:33][CH:32]=2)[CH2:20][C@H:19]2[CH2:21][C@@H:5]([CH2:6][CH2:7][CH2:8][CH:9]=[CH:10][CH:11]=[CH:12][CH2:13][CH2:14][C:15]([CH3:23])=[CH:16][C:17](=[O:22])[O:18]2)[O:4]1.CO[C@]1([C@@H]2CSC(=O)N2CC2C=CC(OC)=CC=2)C[C@H]2C[C@@H](CCCC=CCCC(C)=CC(=O)O2)O1>>[CH3:1][O:2][C@:3]1([C@@H:24]2[CH2:28][S:27][C:26](=[O:29])[N:25]2[CH2:30][C:31]2[CH:36]=[CH:35][C:34]([O:37][CH3:38])=[CH:33][CH:32]=2)[CH2:20][C@H:19]2[CH2:21][C@@H:5]([CH2:6][CH2:7][CH2:8][CH2:9][CH2:10][CH2:11][CH2:12][CH2:13][CH2:14][C:15]([CH3:23])=[CH:16][C:17](=[O:22])[O:18]2)[O:4]1. Procedure details: Application of the method shown in Example 41, with the modification that (R)-4-((1R,4Z,8E,10Z,15R,17R)-17-methoxy-5-methyl-3-oxo-2,16-dioxa-bicyclo[13.3.1]nonadeca-4,8,10-trien-17-yl)-3-(4-methoxybenzyl)thiazolidin-2-one is substituted for (R)-4-((1R,4Z,13R,15R)-15-methoxy-5-methyl-3-oxo-2,14-dioxa-bicyclo[11.3.1]heptadeca-4,8-dien-15-yl)-3-(4-methoxybenzyl)thiazolidin-2-one, affords the title compound. The reactants are N1C=NC=C1 (imidazole), C(C=C)(=O)OCC(C)O (2-hydroxypropyl acrylate). Conditions: temperature 40 celsius, time 3 hour. The product is OC(COC(CCN1C=NC=C1)=O)C (3-Imidazol-1-yl-propionic acid 2-hydroxypropyl ester). As a reaction SMILES: [NH:1]1[CH:5]=[CH:4][N:3]=[CH:2]1.[C:6]([O:10][CH2:11][CH:12]([OH:14])[CH3:13])(=[O:9])[CH:7]=[CH2:8]>>[OH:14][CH:12]([CH3:13])[CH2:11][O:10][C:6](=[O:9])[CH2:7][CH2:8][N:1]1[CH:5]=[CH:4][N:3]=[CH:2]1. Procedure: Under a nitrogen atmosphere, in a three-necked flask provided with a mechanical stirrer, at room temperature, 20.43 g imidazole (0.30 mol) are suspended in 39.06 g 2-hydroxypropyl acrylate (0.30 mol). The contents of the flask are heated to 40° C., until an exothermic reaction occurs, whereby the temperature rises to about 110° C. within a few minutes. The reaction mixture is cooled to 80° C. and then stirred at this temperature for 3 h. The clear yellow oil (amine value 271 mgKOH/g; color 4 (Ga... Procedure details: In close analogy to the procedure described in Example 1, 6-bromo-pyrazolo[1,5-a]pyrimidine-2-carboxylic acid is reacted with 6-(2,4-Dimethoxy-pyrimidin-5-yl)-1-methyl-1,2,3,4-tetrahydro-isoquinoline to provide the title compound in moderate yield. Reactants: BrC=1C=NC=2N(C1)N=C(C2)C(=O)O (6-bromo-pyrazolo[1,5-a]pyrimidine-2-carboxylic acid), COC1=NC=C(C(=N1)OC)C=1C=C2CCNC(C2=CC1)C (6-(2,4-Dimethoxy-pyrimidin-5-yl)-1-methyl-1,2,3,4-tetrahydro-isoquinoline). The product is BrC=1C=NC=2N(C1)N=C(C2)C(=O)N2C(C1=CC=C(C=C1CC2)C=2C(=NC(=NC2)OC)OC)C ((6-Bromo-pyrazolo[1,5-a]pyrimidin-2-yl)-[6-(2,4-dimethoxy-pyrimidin-5-yl)-1-methyl-3,4-dihydro-1H-isoquinolin-2-yl]-methanone). RXN SMILES: [Br:1][C:2]1[CH:3]=[N:4][C:5]2[N:6]([N:8]=[C:9]([C:11]([OH:13])=O)[CH:10]=2)[CH:7]=1.[CH3:14][O:15][C:16]1[N:21]=[C:20]([O:22][CH3:23])[C:19]([C:24]2[CH:25]=[C:26]3[C:31](=[CH:32][CH:33]=2)[CH:30]([CH3:34])[NH:29][CH2:28][CH2:27]3)=[CH:18][N:17]=1>>[Br:1][C:2]1[CH:3]=[N:4][C:5]2[N:6]([N:8]=[C:9]([C:11]([N:29]3[CH2:28][CH2:27][C:26]4[C:31](=[CH:32][CH:33]=[C:24]([C:19]5[C:20]([O:22][CH3:23])=[N:21][C:16]([O:15][CH3:14])=[N:17][CH:18]=5)[CH:25]=4)[CH:30]3[CH3:34])=[O:13])[CH:10]=2)[CH:7]=1.